Dataset: the Open Reaction Database (ORD), a public repository of structured organic reaction records. Task: describe an organic reaction: reactants, conditions, products, and yield Reactants: CC1(OC(C2=C(O1)C=CC=C2OS(=O)(=O)C(F)(F)F)=O)C (2,2-dimethyl-5-trifluoromethylsulfonyloxy-4H-(1,3)benzodioxin-4-one), COC1=NC=C(C=C1)[Sn](CCCC)(CCCC)CCCC (2-methoxy-5-tributylstannylpyridine), [Cl-].[Li+] (lithium chloride), C(C)(C)(C)C1=C(C(=CC(=C1)C)C(C)(C)C)O (2,6-di-t-butyl-4-methylphenol). Run in O1CCOCC1 (dioxane). Conditions: temperature 140 celsius, time 3 hour. Product: CC1(OC(C2=C(O1)C=CC=C2C=2C=CC(=NC2)OC)=O)C (2,2-Dimethyl-5-(2-methoxypyridin-5-yl)-4H-(1,3)benzodioxin-4-one). As a reaction SMILES: [CH3:1][C:2]1([CH3:21])[O:7][C:6]2[CH:8]=[CH:9][CH:10]=[C:11](OS(C(F)(F)F)(=O)=O)[C:5]=2[C:4](=[O:20])[O:3]1.[CH3:22][O:23][C:24]1[CH:29]=[CH:28][C:27]([Sn](CCCC)(CCCC)CCCC)=[CH:26][N:25]=1.[Cl-].[Li+].C(C1C=C(C)C=C(C(C)(C)C)C=1O)(C)(C)C>O1CCOCC1>[CH3:1][C:2]1([CH3:21])[O:7][C:6]2[CH:8]=[CH:9][CH:10]=[C:11]([C:27]3[CH:28]=[CH:29][C:24]([O:23][CH3:22])=[N:25][CH:26]=3)[C:5]=2[C:4](=[O:20])[O:3]1 |f:2.3|. Reported procedure: 8.7 g of 2,2-dimethyl-5-trifluoromethylsulfonyloxy-4H-(1,3)benzodioxin-4-one, 23.2 g of 2-methoxy-5-tributylstannylpyridine, 3.4 g of lithium chloride, 0.6 g of tetrakistriphenylphosphinepalladium0 and 70 mg of 2,6-di-t-butyl-4-methylphenol are dissolved in 150 ml of dioxane and the mixture is stirred for 3 h at 140° C. in an autoclave. It is then concentrated under reduced pressure, the residue is stirred with 200 ml of n-pentane and filtered on a little silica gel 60, the latter is subsequentl... Starting materials: C(CC(=O)O)(=O)O (malonic acid), N1=CC=CC=C1 (pyridine), N1CCCCC1 (piperidine), C1(=CC=C(C=C1)C=O)C=CC1=CC=CC=C1 (stilbene-4-aldehyde). Run in O (water). Yields the product C(=CC1=CC=CC=C1)C1=CC=C(C=CC(=O)O)C=C1 (p-styryl cinnamic acid). The yield is 97.4%. As a reaction SMILES: [C:1]1([CH:9]=[CH:10][C:11]2[CH:16]=[CH:15][CH:14]=[CH:13][CH:12]=2)[CH:6]=[CH:5][C:4]([CH:7]=O)=[CH:3][CH:2]=1.C(O)(=O)[CH2:18][C:19]([OH:21])=[O:20].N1C=CC=CC=1.N1CCCCC1>O>[CH:9]([C:1]1[CH:6]=[CH:5][C:4]([CH:7]=[CH:18][C:19]([OH:21])=[O:20])=[CH:3][CH:2]=1)=[CH:10][C:11]1[CH:16]=[CH:15][CH:14]=[CH:13][CH:12]=1. Reported procedure: A mixture of 9.4 g of stilbene-4-aldehyde thus-obtained, 10.6 g of malonic acid, 30 ml of pyridine and 3 ml of piperidine was reacted on a steam bath at 100° C. for 4 hours. After the completion of the reaction, the mixture was poured into an exess amount of water and the precipitate thus-obtained was collected and recrystallized from acetic acid to obtain 11.0 g of p-styryl cinnamic acid. Starting materials: C1(=CC=CC=C1)O (phenol), C(C1=CC=CC=C1)(=O)Cl (benzoyl chloride), MoTe2, Cl (HCl). Conditions: temperature 30 celsius, time 1 hour. The product is C(C1=CC=CC=C1)(=O)OC1=CC=CC=C1 (phenyl benzoate). Isolated yield 88.8%. RXN SMILES: [C:1]1([OH:7])[CH:6]=[CH:5][CH:4]=[CH:3][CH:2]=1.[C:8](Cl)(=[O:15])[C:9]1[CH:14]=[CH:13][CH:12]=[CH:11][CH:10]=1.Cl>>[C:8]([O:7][C:1]1[CH:6]=[CH:5][CH:4]=[CH:3][CH:2]=1)(=[O:15])[C:9]1[CH:14]=[CH:13][CH:12]=[CH:11][CH:10]=1. Procedure details: A mixture of 9.4 g (0.1 mole) of phenol, 11.6 g (0.1 mole) of benzoyl chloride and 0.176 g (0.5 mmole) of MoTe2 was warmed at 30° C. There was a vigorous evolution of HCl. After 1 hour the entire mixture had solidified. It was heated at 60° C. for 2 hours, the solid was broken up, washed with water, dissolved in acetone, filtered from MoTe2, and evaporated to give 17.6 g (89 mole %) of white crystalline phenyl benzoate, Mp and mixed mp 70° C. The reactants are O=C([O-])[O-], COS(=O)(=O)OC, CC(C)=O, O=C1CCc2c(F)ccc(O)c21, [K+], [K+]. Product: COc1ccc(F)c2c1C(=O)CC2. RXN SMILES: [C:1](=[O:2])([O-:3])[O-:4].[CH3:19][O:20][S:21]([O:22][CH3:23])(=[O:24])=[O:25].[CH3:26][C:27](=[O:28])[CH3:29].[F:7][c:8]1[c:9]2[c:13]([c:14]([OH:17])[cH:15][cH:16]1)[C:12](=[O:18])[CH2:11][CH2:10]2.[K+:5].[K+:6]>>[CH3:1][O:17][c:14]1[c:13]2[c:9]([c:8]([F:7])[cH:16][cH:15]1)[CH2:10][CH2:11][C:12]2=[O:18]. The reactants are ClCCl, CCOC(C)=O, [Na+], [Na+], O, CCCc1c(Cc2ccc(-c3ccccc3-c3noc(=O)[nH]3)cc2)c(=O)n(-c2ccc(OC(C)(C)C(C)O)cc2)c2ncnn12, O=S([O-])([O-])=S. Product: CCCc1c(Cc2ccc(-c3ccccc3-c3noc(=O)[nH]3)cc2)c(=O)n(-c2ccc(OC(C)(C)C(C)=O)cc2)c2ncnn12. Reaction SMILES: [CH2:60]([Cl:61])[Cl:62].[CH3:46][CH2:47][O:48][C:49](=[O:50])[CH3:51].[Na+:58].[Na+:59].[OH2:52].[OH:1][CH:2]([C:3]([O:4][c:5]1[cH:6][cH:7][c:8](-[n:11]2[c:12]3[n:13]([c:14]([CH2:37][CH2:38][CH3:39])[c:15]([CH2:18][c:19]4[cH:20][cH:21][c:22](-[c:25]5[c:26](-[c:31]6[n:32][o:33][c:34](=[O:36])[nH:35]6)[cH:27][cH:28][cH:29][cH:30]5)[cH:23][cH:24]4)[c:16]2=[O:17])[n:40][cH:41][n:42]3)[cH:9][cH:10]1)([CH3:43])[CH3:44])[CH3:45].[S:53]([O-:54])([O-:55])(=[O:56])=[S:57]>>[O:1]=[C:2]([C:3]([O:4][c:5]1[cH:6][cH:7][c:8](-[n:11]2[c:12]3[n:13]([c:14]([CH2:37][CH2:38][CH3:39])[c:15]([CH2:18][c:19]4[cH:20][cH:21][c:22](-[c:25]5[c:26](-[c:31]6[n:32][o:33][c:34](=[O:36])[nH:35]6)[cH:27][cH:28][cH:29][cH:30]5)[cH:23][cH:24]4)[c:16]2=[O:17])[n:40][cH:41][n:42]3)[cH:9][cH:10]1)([CH3:43])[CH3:44])[CH3:45].